This data is from the Open Reaction Database (ORD), a public repository of structured organic reaction records. The task is: describe an organic reaction: reactants, conditions, products, and yield The reactants are CO, CC1CC2C3CCC(=O)C3(C)CCC2C2(CO)CCC(=O)CC12O. Yields the product CC1CC2C3CCC(=O)C3(C)CCC2C2(CO)CCC(=O)C=C12. RXN SMILES: [CH3:25][OH:26].[OH:1][C:2]12[CH:3]([CH3:24])[CH2:4][CH:5]3[CH:6]4[CH2:7][CH2:8][C:9](=[O:23])[C:10]4([CH3:11])[CH2:12][CH2:13][CH:14]3[C:15]1([CH2:21][OH:22])[CH2:16][CH2:17][C:18](=[O:20])[CH2:19]2>>[C:2]12=[CH:19][C:18](=[O:20])[CH2:17][CH2:16][C:15]1([CH2:21][OH:22])[CH:14]1[CH:5]([CH2:4][CH:3]2[CH3:24])[CH:6]2[CH2:7][CH2:8][C:9](=[O:23])[C:10]2([CH3:11])[CH2:12][CH2:13]1.